Dataset: the Open Reaction Database (ORD), a public repository of structured organic reaction records. Task: describe an organic reaction: reactants, conditions, products, and yield Starting materials: CC[C@@H]1[C@H]([C@H]([C@@H](O1)N2C3=CC(=C(C=C3N=C2Cl)Cl)Cl)O)O (5'-deoxy TCRB), BrC=1NC2=C(N1)C=C(C(=C2)Cl)Cl (2-bromo-5,6-dichlorobenzimidazole), C(C)(=O)OC1[C@H](OC(C)=O)[C@H](OC(C)=O)[C@H](O1)C (1,2,3-Tri-O-acetyl-5-deoxy-D-ribofuranose). Product: BrC1=NC2=C(N1[C@H]1[C@H](O)[C@H](O)[C@H](O1)C)C=C(C(=C2)Cl)Cl (2-bromo-5,6-dichloro-1-(5deoxy-β-D-ribofuranosyl)benzimidazole). RXN SMILES: C[CH2:2][C@H:3]1[O:7][C@@H:6]([N:8]2[C:16](Cl)=[N:15][C:14]3[C:9]2=[CH:10][C:11]([Cl:19])=[C:12]([Cl:18])[CH:13]=3)[C@H:5]([OH:20])[C@@H:4]1[OH:21].[Br:22]C1NC2C=C(Cl)C(Cl)=CC=2N=1.C(OC1O[C@H](C)[C@@H](OC(=O)C)[C@H]1OC(=O)C)(=O)C>>[Br:22][C:16]1[N:8]([C@@H:6]2[O:7][C@H:3]([CH3:2])[C@@H:4]([OH:21])[C@H:5]2[OH:20])[C:9]2[CH:10]=[C:11]([Cl:19])[C:12]([Cl:18])=[CH:13][C:14]=2[N:15]=1. Procedure details: 2-bromo-5,6-dichloro-1-(5-deoxy-β-D-ribofuranosyl)benzimidazole (211) was prepared using the same method as that used for the preparation of compound 210, except that 2-bromo-5,6-dichlorobenzimidazole was condensed with the carbohydrate 206 instead of 207. Starting materials: O=C(Nc1ccccc1Br)C(F)(F)F, [Li]C(C)(C)C, [Li]C, CCOCC, CCCCC, CO, O=C1c2ccccc2CC1Cl, Cl, [K+], C1CCOC1, [OH-]. The product is O=C(Nc1ccccc1)C(F)(F)F. RXN SMILES: [Br:1][c:2]1[c:3]([NH:4][C:5]([C:6]([F:7])([F:8])[F:9])=[O:10])[cH:11][cH:12][cH:13][cH:14]1.[C:17]([Li:18])([CH3:19])([CH3:20])[CH3:21].[CH3:15][Li:16].[CH3:41][CH2:42][O:43][CH2:44][CH3:45].[CH3:46][CH2:47][CH2:48][CH2:49][CH3:50].[CH3:51][OH:52].[Cl:22][CH:23]1[CH2:24][c:25]2[c:26]([cH:27][cH:28][cH:29][cH:30]2)[C:31]1=[O:32].[ClH:35].[K+:34].[O:36]1[CH2:37][CH2:38][CH2:39][CH2:40]1.[OH-:33]>>[cH:2]1[c:3]([NH:4][C:5]([C:6]([F:7])([F:8])[F:9])=[O:10])[cH:11][cH:12][cH:13][cH:14]1. Starting materials: COC1=CC(=C(CN2N=CC3=CC(=CC=C23)\C=C/2\C(NC(S2)=O)=O)C=C1)C(F)(F)F ((5Z)-5-({1-[4-methoxy-2-(trifluoromethyl)-benzyl]-1H-indazol-5-yl}methylidene)-2,4-dioxo-1,3-thiazolidine), BrCCCl (1-bromo-2-chloroethane), C[C@@H]1CNC[C@@H](O1)C (cis-2,6-dimethylmorpholine). Yields the product C[C@@H]1CN(C[C@@H](O1)C)CCN1C(S\C(\C1=O)=C/C=1C=C2C=NN(C2=CC1)CC1=C(C=C(C=C1)OC)C(F)(F)F)=O ((5Z)-3-{2-[cis-2,6-Dimethylmorpholin-4-yl]ethyl}-5-({1-[4-methoxy-2-(trifluoromethyl)benzyl]-1H-indazol-5-yl}methylidene)-1,3-thiazolidine-2,4-dione). As a reaction SMILES: [CH3:1][O:2][C:3]1[CH:26]=[CH:25][C:6]([CH2:7][N:8]2[C:16]3[C:11](=[CH:12][C:13](/[CH:17]=[C:18]4/[C:19](=[O:24])[NH:20][C:21](=[O:23])[S:22]/4)=[CH:14][CH:15]=3)[CH:10]=[N:9]2)=[C:5]([C:27]([F:30])([F:29])[F:28])[CH:4]=1.Br[CH2:32][CH2:33]Cl.[CH3:35][C@H:36]1[O:41][C@@H:40]([CH3:42])[CH2:39][NH:38][CH2:37]1>>[CH3:42][C@H:40]1[O:41][C@@H:36]([CH3:35])[CH2:37][N:38]([CH2:32][CH2:33][N:20]2[C:19](=[O:24])/[C:18](=[CH:17]/[C:13]3[CH:12]=[C:11]4[C:16](=[CH:15][CH:14]=3)[N:8]([CH2:7][C:6]3[CH:25]=[CH:26][C:3]([O:2][CH3:1])=[CH:4][C:5]=3[C:27]([F:30])([F:29])[F:28])[N:9]=[CH:10]4)/[S:22][C:21]2=[O:23])[CH2:39]1. Reported procedure: (5Z)-3-{2-[cis-2,6-Dimethylmorpholin-4-yl]ethyl}-5-({1-[4-methoxy-2-(trifluoromethyl)benzyl]-1H-indazol-5-yl}methylidene)-1,3-thiazolidine-2,4-dione was prepared from [(5Z)-5-({1-[4-methoxy-2-(trifluoromethyl)-benzyl]-1H-indazol-5-yl}methylidene)-2,4-dioxo-1,3-thiazolidine (from Example 8), 1-bromo-2-chloroethane and cis-2,6-dimethylmorpholine following General Procedure G. Starting materials: CC(C(=O)NC(C(=O)N1CCC2C1C(COc1ccc(F)c(F)c1)CN2C(=O)OCc1ccccc1)C(C)(C)C)N(C)C(=O)OC(C)(C)C, CO. The product is CC(C(=O)NC(C(=O)N1CCC2NCC(COc3ccc(F)c(F)c3)C21)C(C)(C)C)N(C)C(=O)OC(C)(C)C. Reaction SMILES: [CH2:1]([O:2][C:3](=[O:4])[N:11]1[CH:12]2[CH:13]([CH:14]([CH2:16][O:17][c:18]3[cH:19][c:20]([F:25])[c:21]([F:24])[cH:22][cH:23]3)[CH2:15]1)[N:26]([C:29]([CH:30]([C:31]([CH3:32])([CH3:33])[CH3:34])[NH:35][C:36]([CH:37]([CH3:38])[N:39]([CH3:40])[C:41](=[O:42])[O:43][C:44]([CH3:45])([CH3:46])[CH3:47])=[O:48])=[O:49])[CH2:27][CH2:28]2)[c:5]1[cH:6][cH:7][cH:8][cH:9][cH:10]1.[CH3:50][OH:51]>>[NH:11]1[CH:12]2[CH:13]([CH:14]([CH2:16][O:17][c:18]3[cH:19][c:20]([F:25])[c:21]([F:24])[cH:22][cH:23]3)[CH2:15]1)[N:26]([C:29]([CH:30]([C:31]([CH3:32])([CH3:33])[CH3:34])[NH:35][C:36]([CH:37]([CH3:38])[N:39]([CH3:40])[C:41](=[O:42])[O:43][C:44]([CH3:45])([CH3:46])[CH3:47])=[O:48])=[O:49])[CH2:27][CH2:28]2. Reactants: C(C)N1N=CC=2C1=NC(=C(C2O)CCC2=CC=CC=C2)C(=O)O (1-ethyl-4-hydroxy-5-(2-phenylethyl)-1H-pyrazolo[3,4-b]pyridine-6-carboxylic acid), polyphosphoric acid, 1-ethyl-5,6-dihydro-4-hydroxybenzo[5,6]cyclohepta[1,2-b]pyrazolo[4,3-b]pyridin-11(1H)-one, polyphosphoric acid, O (water). Solvent: C(Cl)(Cl)Cl (chloroform). Run at time 30 minute. The product is C(C)N1N=CC=2C(=C3C(=NC21)C(C2=C(CC3)C=CC=C2)=O)O (1-Ethyl-5,6-dihydro-4-hydroxybenzo[5,6]cyclohepta[1,2-b]pyrazolo[4,3-e]pyridin-11(1H)-one). RXN SMILES: [CH2:1]([N:3]1[C:7]2=[N:8][C:9]([C:21]([OH:23])=O)=[C:10]([CH2:13][CH2:14][C:15]3[CH:20]=[CH:19][CH:18]=[CH:17][CH:16]=3)[C:11]([OH:12])=[C:6]2[CH:5]=[N:4]1)[CH3:2].O>C(Cl)(Cl)Cl>[CH2:1]([N:3]1[C:7]2[N:8]=[C:9]3[C:21](=[O:23])[C:20]4[CH:19]=[CH:18][CH:17]=[CH:16][C:15]=4[CH2:14][CH2:13][C:10]3=[C:11]([OH:12])[C:6]=2[CH:5]=[N:4]1)[CH3:2]. Procedure: 12.4 g. of 1-ethyl-4-hydroxy-5-(2-phenylethyl)-1H-pyrazolo[3,4-b]pyridine-6-carboxylic acid (0.04 mol.) and 150 g. of polyphosphoric acid are heated at 200°-210° (bath temperature) with stirring for 30 minutes. After the mixture has cooled to room temperature 300 ml. of water are added slowly with stirring until the polyphosphoric acid is completely dissolved. The remaining 1-ethyl-5,6-dihydro-4-hydroxybenzo[5,6]cyclohepta[1,2-b]pyrazolo[4,3-b]pyridin-11(1H)-one is dissolved in chloroform, the e... Starting materials: CCOC(C)=O, Cc1nc(CO)cnc1Cl, C1COCCO1. The product is CCOC(=O)C=Cc1cnc(Cl)c(C)n1. As a reaction SMILES: [CH3:11][CH2:12][O:13][C:14]([CH3:15])=[O:16].[Cl:1][c:2]1[n:3][cH:4][c:5]([CH2:9][OH:10])[n:6][c:7]1[CH3:8].[O:17]1[CH2:18][CH2:19][O:20][CH2:21][CH2:22]1>>[Cl:1][c:2]1[n:3][cH:4][c:5]([CH:9]=[CH:15][C:14]([O:13][CH2:12][CH3:11])=[O:16])[n:6][c:7]1[CH3:8].